From a dataset of the Open Reaction Database (ORD), a public repository of structured organic reaction records. describe an organic reaction: reactants, conditions, products, and yield Reactants: ClC(=O)OC (methyl chloroformate), ice water, C(C=CCO)O (2-buten-1,4-diol), N1=CC=CC=C1 (pyridine). The solvent is C1CCOC1 (THF), C1CCOC1 (THF). Reaction conditions: time 20 hour. The product is COC(OCC=CCOC(=O)OC)=O (Carbonic acid 4-methoxycarbonyloxy-but-2-enyl ester methyl ester). Reaction SMILES: Cl[C:2]([O:4][CH3:5])=[O:3].[CH2:6]([OH:11])[CH:7]=[CH:8][CH2:9][OH:10].N1C=CC=CC=1>C1COCC1>[CH3:5][O:4][C:2](=[O:3])[O:10][CH2:9][CH:8]=[CH:7][CH2:6][O:11][C:2]([O:4][CH3:5])=[O:3]. Procedure: Combine methyl chloroformate (7.04 g, 80.0 mmol) in THF (70 mL) and add dropwise to a ice-water cold solution of 2-buten-1,4-diol (majority Z form) (19.7 g, 208 mmol) and pyridine (16.5 g, 208 mmol) in THF (150 mL). Warm the mixture to room temperature and stir for 20 hours. Remove the pyridine salt by filtration and concentrate the filtrate to a residue. Dissolve the residue with CH2Cl2 and wash sequentially with 1 N HCl and brine. Dry the organic layer over Na2SO4 and concentrate the solvent i... The reactants are O[C@H]1C[C@@H]2CC[C@H]3[C@@H]4CC[C@@H]([C@@]4(C)CC([C@@H]3[C@]2(CC1)C)=O)C(=O)O (3α-hydroxy-11-oxo-5α-androstane-17β-carboxylic acid), [N+](=[N-])=C (diazomethane). Solvent: CO (methanol), CCOCC (ether). Run at time 10 minute. The product is O[C@H]1C[C@@H]2CC[C@H]3[C@@H]4CC[C@@H]([C@@]4(C)CC([C@@H]3[C@]2(CC1)C)=O)C(=O)OC (3α-Hydroxy-17β-methoxycarbonyl-5α-androstan-11-one). Reaction SMILES: [OH:1][C@@H:2]1[CH2:19][CH2:18][C@@:17]2([CH3:20])[C@@H:4]([CH2:5][CH2:6][C@@H:7]3[C@@H:16]2[C:15](=[O:21])[CH2:14][C@@:12]2([CH3:13])[C@H:8]3[CH2:9][CH2:10][C@@H:11]2[C:22]([OH:24])=[O:23])[CH2:3]1.[N+](=[CH2:27])=[N-]>CO.CCOCC>[OH:1][C@@H:2]1[CH2:19][CH2:18][C@@:17]2([CH3:20])[C@@H:4]([CH2:5][CH2:6][C@@H:7]3[C@@H:16]2[C:15](=[O:21])[CH2:14][C@@:12]2([CH3:13])[C@H:8]3[CH2:9][CH2:10][C@@H:11]2[C:22]([O:24][CH3:27])=[O:23])[CH2:3]1. Reported procedure: A solution of 3α-hydroxy-11-oxo-5α-androstane-17β-carboxylic acid (350 mg.) in methanol (20 ml.) and ether (10 ml.) was treated with a dry ethereal solution of diazomethane. After 10 minutes, any unreacted diazomethane was destroyed by the addition of a drop of glacial acetic acid and the mixture was evaporated to small bulk. This was taken up in ether and washed with dilute sodium hydrogen carbonate solution, with water, dried and evaporated to a foam. The product was crystallised from acetone ...